describe an organic reaction: reactants, conditions, products, and yield From a dataset of the Open Reaction Database (ORD), a public repository of structured organic reaction records. Reactants: 6-O-(2-keto-L-gulonoyl)-L-ascorbate, C([C@@H]([C@H]([C@@H](C(=O)C(=O)O)O)O)O)O (2-keto-L-gulonic acid), C(O)([O-])=O.[Na+] (sodium hydrogencarbonate). Solvent: O (water). Reaction conditions: temperature 40 celsius, time 1.5 hour. Yields the product O=C1C(O)=C(O)[C@H](O1)[C@@H](O)CO (L-ascorbic acid). The yield is 95.2%. RXN SMILES: [CH2:1]([OH:13])[C@H:2]([OH:12])[C@@H:3](O)[C@H:4]([OH:10])[C:5]([C:7]([OH:9])=[O:8])=[O:6].C(=O)([O-])O.[Na+]>O>[O:8]=[C:7]1[O:9][C@H:3]([C@H:2]([CH2:1][OH:13])[OH:12])[C:4]([OH:10])=[C:5]1[OH:6] |f:1.2|. Procedure: 6-O-(2-keto-L-gulonoyl)-L-ascorbate substantially free from 2-keto-L-gulonic acid, 1.2 g (3.4 mmol), was dissolved in 50 ml of water, to which 1.4 g (17 mmol) of sodium hydrogencarbonate was added and stirred at 40° C. for about 1.5 hours. High performance liquid chromatography analysis of the reaction mixture showed that 1.14 g (yield: 95.2%) of L-ascorbic acid was present with 0.07 g of 2-keto-L-gulonic acid but the starting substance 6-O-(2-keto-L-gulonoyl)-L-ascorbate was not found. Conditio... The reactants are O1N=CC=C1C1=C2CCN3C(C2=CC=C1)=CC(NCC3=O)=O (9-(isoxazol-5-yl)-3,4,7,8-tetrahydro-[1,4]diazepino[7,1-a]isoquinoline-2,5-dione), O=P(Cl)(Cl)Cl (POCl3), C1(CC1)C=1N=CNC1 (4-cyclopropyl-1H-imidazole), N1=CC=CC=C1 (pyridine). Run in ClCCCl (DCE), ClCCCl (DCE). Conditions: temperature 100 celsius. Yields the product C1(CC1)C=1N=CN(C1)C1=NCC(N2C(C3=CC=CC(=C3CC2)C2=CC=NO2)=C1)=O (2-(4-cyclopropyl-1H-imidazol-1-yl)-9-(isoxazol-5-yl)-7,8-dihydro-[1,4]diazepino[7,1-a]isoquinolin-5(4H)-one). Isolated yield 35.2%. Reaction SMILES: [O:1]1[C:5]([C:6]2[CH:15]=[CH:14][CH:13]=[C:12]3[C:7]=2[CH2:8][CH2:9][N:10]2[C:20](=[O:21])[CH2:19][NH:18][C:17](=O)[CH:16]=[C:11]23)=[CH:4][CH:3]=[N:2]1.O=P(Cl)(Cl)Cl.[CH:28]1([C:31]2[N:32]=[CH:33][NH:34][CH:35]=2)[CH2:30][CH2:29]1.N1C=CC=CC=1>ClCCCl>[CH:28]1([C:31]2[N:32]=[CH:33][N:34]([C:17]3[CH:16]=[C:11]4[C:12]5[C:7]([CH2:8][CH2:9][N:10]4[C:20](=[O:21])[CH2:19][N:18]=3)=[C:6]([C:5]3[O:1][N:2]=[CH:3][CH:4]=3)[CH:15]=[CH:14][CH:13]=5)[CH:35]=2)[CH2:30][CH2:29]1. Reported procedure: Example 100. A solution of 9-(isoxazol-5-yl)-3,4,7,8-tetrahydro-[1,4]diazepino[7,1-a]isoquinoline-2,5-dione (90 mg, 0.31 mmol) in DCE (4 mL) was treated with POCl3 (57 μL, 0.61 mmol) and the mixture was heated to 100° C. for 1 h. The mixture was then allowed to cool to RT, poured onto H2O and extracted with DCM. The org. phases were then dried over Na2SO4, filtered and concentrated in vacuo. The brown residue obtained was taken up in DCE (4 mL) and 4-cyclopropyl-1H-imidazole (50 mg, 0.46 mmol) a... Reactants: ClC=1C=C(C=CC1OC)CCC1(CC(CC(O1)=O)=O)C1CCCC1 (6-[2-(3-Chloro-4-methoxy-phenyl)-ethyl]-6-cyclopentyl-dihydro-pyran-2,4-dione), COC1=CC=C(C=O)C=C1 (4-Methoxy-benzaldehyde), [Al+3].[Cl-].[Cl-].[Cl-] (AlCl3). Yields the product ClC=1C=C(C=CC1OC)CCC1(CC(=C(C(O1)=O)CC1=CC=C(C=C1)OC)O)C1CCCC1 (6-[2-(3-Chloro-4-methoxy-phenyl)-ethyl]-6-cyclopentyl-4-hydroxy-3-(4-methoxy-benzyl)-5,6-dihydro-pyran-2-one). RXN SMILES: [Cl:1][C:2]1[CH:3]=[C:4]([CH2:10][CH2:11][C:12]2([CH:20]3[CH2:24][CH2:23][CH2:22][CH2:21]3)[O:17][C:16](=[O:18])[CH2:15][C:14](=[O:19])[CH2:13]2)[CH:5]=[CH:6][C:7]=1[O:8][CH3:9].[CH3:25][O:26][C:27]1[CH:34]=[CH:33][C:30]([CH:31]=O)=[CH:29][CH:28]=1.[Al+3].[Cl-].[Cl-].[Cl-]>>[Cl:1][C:2]1[CH:3]=[C:4]([CH2:10][CH2:11][C:12]2([CH:20]3[CH2:24][CH2:23][CH2:22][CH2:21]3)[O:17][C:16](=[O:18])[C:15]([CH2:31][C:30]3[CH:33]=[CH:34][C:27]([O:26][CH3:25])=[CH:28][CH:29]=3)=[C:14]([OH:19])[CH2:13]2)[CH:5]=[CH:6][C:7]=1[O:8][CH3:9] |f:2.3.4.5|. Reported procedure: The title compound was prepared by coupling 6-[2-(3-Chloro-4-methoxy-phenyl)-ethyl]-6-cyclopentyl-dihydro-pyran-2,4-dione from Step 1 of Example B(13), to 4-Methoxy-benzaldehyde using the AlCl3/reduction procedure described for Example B(13). 1H NMR (CDCl3): δ 1.45–1.85 (brm, 8H), 1.98 (m, 2H), 2.29 (t, J=7.6 Hz, 1H) 2.44–3.02 (m, 7H), 3.88 (s, 3H), 3.94 (s, 3H), 6.73–7.85 (m, 7H). ESIMS (MH+): 471.7. Reactants: COC(CN1N=CC2=CC(=CC(=C12)C(=O)OC)O)OC (methyl 1-(2,2-dimethoxyethyl)-5-hydroxy-1H-indazole-7-carboxylate), C([O-])([O-])=O.[Cs+].[Cs+] (cesium carbonate), IC (iodomethane). The solvent is CN(C)C=O (DMF). Conditions: time 8 hour. The product is COC(CN1N=CC2=CC(=CC(=C12)C(=O)OC)OC)OC (methyl 1-(2,2-dimethoxyethyl)-5-methoxy-1H-indazole-7-carboxylate). Isolated yield 101.9%. Reaction SMILES: [CH3:1][O:2][CH:3]([O:19][CH3:20])[CH2:4][N:5]1[C:13]2[C:8](=[CH:9][C:10]([OH:18])=[CH:11][C:12]=2[C:14]([O:16][CH3:17])=[O:15])[CH:7]=[N:6]1.[C:21](=O)([O-])[O-].[Cs+].[Cs+].IC>CN(C=O)C>[CH3:20][O:19][CH:3]([O:2][CH3:1])[CH2:4][N:5]1[C:13]2[C:8](=[CH:9][C:10]([O:18][CH3:21])=[CH:11][C:12]=2[C:14]([O:16][CH3:17])=[O:15])[CH:7]=[N:6]1 |f:1.2.3|. Procedure details: To a solution of methyl 1-(2,2-dimethoxyethyl)-5-hydroxy-1H-indazole-7-carboxylate (180 mg, 0.6 mmol) from Step F above in DMF (10 ml) was added cesium carbonate (313 mg, 1.0 mmol) followed by iodomethane (40 μL, 0.64 mmol) and the reaction was stirred overnight. The reaction mixture was extracted with ethyl acetate, washed with water, dried (Na2SO4), and concentrated in vacuo to afford methyl 1-(2,2-dimethoxyethyl)-5-methoxy-1H-indazole-7-carboxylate (180 mg, 96%): 1H NMR (500 MHz, CDCl3) δ 7.9...